Dataset: the Open Reaction Database (ORD), a public repository of structured organic reaction records. Task: describe an organic reaction: reactants, conditions, products, and yield Reactants: BrC1=C2C(=CNC2=CC(=C1)OC)C#N (4-bromo-6-methoxy-1H-indole-3-carbonitrile), C(C)OC(C=C(C1=CC=CC=C1)C1=C2C(=CNC2=CC=C1)C#N)=O (3-(3-Cyano-1H-Indol-4-yl)-3-phenyl-acrylic acid ethyl ester). The product is C(C)OC(C=C(C1=CC=CC=C1)C1=C2C(=CNC2=CC(=C1)OC)C#N)=O (3-(3-Cyano-6-methoxy-1H-indol-4-yl)-3-phenyl-acrylic acid ethyl ester). The yield is 54.0%. RXN SMILES: Br[C:2]1[CH:10]=[C:9]([O:11][CH3:12])[CH:8]=[C:7]2[C:3]=1[C:4]([C:13]#[N:14])=[CH:5][NH:6]2.[CH2:15]([O:17][C:18](=[O:38])[CH:19]=[C:20](C1C=CC=C2C=1C(C#N)=CN2)[C:21]1[CH:26]=[CH:25][CH:24]=[CH:23][CH:22]=1)[CH3:16]>>[CH2:15]([O:17][C:18](=[O:38])[CH:19]=[C:20]([C:2]1[CH:10]=[C:9]([O:11][CH3:12])[CH:8]=[C:7]2[C:3]=1[C:4]([C:13]#[N:14])=[CH:5][NH:6]2)[C:21]1[CH:26]=[CH:25][CH:24]=[CH:23][CH:22]=1)[CH3:16]. Procedure details: 3-(3-Cyano-6-methoxy-1H-indol-4-yl)-3-phenyl-acrylic acid ethyl ester CXXIX (0.81 g, 54% yield) was prepared from 4-bromo-6-methoxy-1H-indole-3-carbonitrile using the procedure described above for preparation of 3-(3-Cyano-1H-Indol-4-yl)-3-phenyl-acrylic acid ethyl ester LVIII (Example 14). The reactants are BrB(Br)Br, ClCCl, COc1cc(CC#N)ccc1Cl, O. Yields the product N#CCc1ccc(Cl)c(O)c1. As a reaction SMILES: [B:1]([Br:2])([Br:3])[Br:4].[Cl:18][CH2:19][Cl:20].[Cl:5][c:6]1[c:7]([O:15][CH3:16])[cH:8][c:9]([CH2:12][C:13]#[N:14])[cH:10][cH:11]1.[OH2:17]>>[Cl:5][c:6]1[c:7]([OH:15])[cH:8][c:9]([CH2:12][C:13]#[N:14])[cH:10][cH:11]1.